From a dataset of the Open Reaction Database (ORD), a public repository of structured organic reaction records. describe an organic reaction: reactants, conditions, products, and yield The reactants are CC1(OCCO1)CCCCN1N=C(C=C1)N (1-[4-(2-methyl-[1,3]dioxolan-2-yl)-butyl]-1H-pyrazol-3-ylamine), ClC1=C(C(=CC=C1)F)/C=C/C(=O)O ((E)-3-(2-chloro-6-fluoro-phenyl)-acrylic acid). The product is ClC1=C(C(=CC=C1)F)/C=C/C(=O)NC1=NN(C=C1)CCCCC(C)=O ((E)-3-(2-Chloro-6-fluoro-phenyl)-N-[1-(5-oxo-hexyl)-1H-pyrazol-3-yl]-acrylamide). As a reaction SMILES: [CH3:1][C:2]1([CH2:7][CH2:8][CH2:9][CH2:10][N:11]2[CH:15]=[CH:14][C:13]([NH2:16])=[N:12]2)[O:6]CCO1.[Cl:17][C:18]1[CH:23]=[CH:22][CH:21]=[C:20]([F:24])[C:19]=1/[CH:25]=[CH:26]/[C:27](O)=[O:28]>>[Cl:17][C:18]1[CH:23]=[CH:22][CH:21]=[C:20]([F:24])[C:19]=1/[CH:25]=[CH:26]/[C:27]([NH:16][C:13]1[CH:14]=[CH:15][N:11]([CH2:10][CH2:9][CH2:8][CH2:7][C:2](=[O:6])[CH3:1])[N:12]=1)=[O:28]. Reported procedure: Following general procedure B followed by either C or D, starting from 1-[4-(2-methyl-[1,3]dioxolan-2-yl)-butyl]-1H-pyrazol-3-ylamine and (E)-3-(2-chloro-6-fluoro-phenyl)-acrylic acid.